The task is: describe an organic reaction: reactants, conditions, products, and yield. This data is from the Open Reaction Database (ORD), a public repository of structured organic reaction records. Reactants: ClCCOC(c1ccccc1)c1ccccc1, Cl, NOCc1ccc(F)cc1. Product: NOCCOC(c1ccccc1)c1ccccc1, Cl. RXN SMILES: [Cl:1][CH2:2][CH2:3][O:4][CH:5]([c:6]1[cH:7][cH:8][cH:9][cH:10][cH:11]1)[c:12]1[cH:13][cH:14][cH:15][cH:16][cH:17]1.[ClH:18].[F:19][c:20]1[cH:21][cH:22][c:23]([CH2:24][O:25][NH2:26])[cH:27][cH:28]1>>[CH2:2]([CH2:3][O:4][CH:5]([c:6]1[cH:7][cH:8][cH:9][cH:10][cH:11]1)[c:12]1[cH:13][cH:14][cH:15][cH:16][cH:17]1)[O:25][NH2:26].[ClH:1]. Starting materials: O=C1CCc2ccc(Br)cc21, CCCC[Sn](CCCC)(CCCC)c1ccccc1, CN1CCCC1=O, [F-], [K+], O. Yields the product O=C1CCc2ccc(-c3ccccc3)cc21. As a reaction SMILES: [Br:8][c:9]1[cH:10][cH:11][c:12]2[c:16]([cH:17]1)[C:15](=[O:18])[CH2:14][CH2:13]2.[CH2:19]([Sn:20]([CH2:21][CH2:22][CH2:23][CH3:30])([c:24]1[cH:25][cH:26][cH:27][cH:28][cH:29]1)[CH2:31][CH2:32][CH2:33][CH3:34])[CH2:35][CH2:36][CH3:37].[CH3:1][N:2]1[CH2:3][CH2:4][CH2:5][C:6]1=[O:7].[F-:38].[K+:39].[OH2:40]>>[c:9]1(-[c:24]2[cH:25][cH:26][cH:27][cH:28][cH:29]2)[cH:10][cH:11][c:12]2[c:16]([cH:17]1)[C:15](=[O:18])[CH2:14][CH2:13]2. Reactants: CC(=O)OC(C)=O, CN(C)c1ccncc1, NCCCOCC1CCN(CC2CN(Cc3ccc(Cl)cc3Cl)CC2c2ccsc2)CC1, ClCCl, c1ccncc1. The product is CC(=O)NCCCOCC1CCN(CC2CN(Cc3ccc(Cl)cc3Cl)CC2c2ccsc2)CC1. Reaction SMILES: [CH3:33][C:34](=[O:35])[O:36][C:37](=[O:38])[CH3:39].[CH3:46][N:47]([c:48]1[cH:49][cH:50][n:51][cH:52][cH:53]1)[CH3:54].[Cl:1][c:2]1[c:3]([CH2:4][N:5]2[CH2:6][CH:7]([CH2:15][N:16]3[CH2:17][CH2:18][CH:19]([CH2:22][O:23][CH2:24][CH2:25][CH2:26][NH2:27])[CH2:20][CH2:21]3)[CH:8]([c:10]3[cH:11][s:12][cH:13][cH:14]3)[CH2:9]2)[cH:28][cH:29][c:30]([Cl:32])[cH:31]1.[Cl:55][CH2:56][Cl:57].[cH:40]1[cH:41][cH:42][n:43][cH:44][cH:45]1>>[Cl:1][c:2]1[c:3]([CH2:4][N:5]2[CH2:6][CH:7]([CH2:15][N:16]3[CH2:17][CH2:18][CH:19]([CH2:22][O:23][CH2:24][CH2:25][CH2:26][NH:27][C:34]([CH3:33])=[O:35])[CH2:20][CH2:21]3)[CH:8]([c:10]3[cH:11][s:12][cH:13][cH:14]3)[CH2:9]2)[cH:28][cH:29][c:30]([Cl:32])[cH:31]1. Starting materials: IC1CCCC1, Nc1ncnc2[nH]nc(I)c12, [K+], [K+], O=C([O-])[O-], CN(C)C=O. Product: Nc1ncnc2c1c(I)nn2C1CCCC1. As a reaction SMILES: [I:18][CH:19]1[CH2:20][CH2:21][CH2:22][CH2:23]1.[I:1][c:2]1[n:3][nH:4][c:5]2[n:6][cH:7][n:8][c:9]([NH2:11])[c:10]12.[K+:12].[K+:13].[O-:14][C:15]([O-:16])=[O:17].[O:24]=[CH:25][N:26]([CH3:27])[CH3:28]>>[I:1][c:2]1[n:3][n:4]([CH:19]2[CH2:20][CH2:21][CH2:22][CH2:23]2)[c:5]2[n:6][cH:7][n:8][c:9]([NH2:11])[c:10]12. Starting materials: O=C([O-])[O-], CCN(C(C)C)C(C)C, [Na+], [Na+], O=S(=O)(O)Cl, O=C(O)CCCSSc1ccccn1. The product is O=C(O)C(CCSSc1ccccn1)S(=O)(=O)O. RXN SMILES: [C:29](=[O:30])([O-:31])[O-:32].[CH2:20]([N:21]([CH:22]([CH3:23])[CH3:24])[CH:25]([CH3:26])[CH3:27])[CH3:28].[Na+:33].[Na+:34].[S:15]([OH:16])(=[O:17])(=[O:18])[Cl:19].[n:1]1[c:2]([S:7][S:8][CH2:9][CH2:10][CH2:11][C:12](=[O:13])[OH:14])[cH:3][cH:4][cH:5][cH:6]1>>[n:1]1[c:2]([S:7][S:8][CH2:9][CH2:10][CH:11]([C:12](=[O:13])[OH:14])[S:15](=[O:16])(=[O:17])[OH:18])[cH:3][cH:4][cH:5][cH:6]1. Reactants: solution, Cl (hydrogen chloride), FC1=CC(=C(OCC[C@H]2N(C[C@@H](C2)OC(CCCCCCCCCCC)=O)C)C=C1)CCC1=CC(=CC=C1)OC ((2R,4R)-2-[2-{4-fluoro-2-[2-(3-methoxyphenyl)ethyl]phenoxy}-ethyl]-4-lauroyloxy-1-methylpyrrolidine). Solvent: O1CCOCC1 (dioxane), O1CCOCC1 (dioxane). Yields the product Cl.FC1=CC(=C(OCC[C@H]2N(C[C@@H](C2)OC(CCCCCCCCCCC)=O)C)C=C1)CCC1=CC(=CC=C1)OC ((2R,4R)-2-[2-{4-Fluoro-2-[2-(3-methoxyphenyl)ethyl]phenoxy}ethyl]-4-lauroyloxy-1-methylpyrrolidine hydrochloride). The yield is 97.0%. As a reaction SMILES: [F:1][C:2]1[CH:30]=[CH:29][C:5]([O:6][CH2:7][CH2:8][C@@H:9]2[CH2:13][C@@H:12]([O:14][C:15](=[O:27])[CH2:16][CH2:17][CH2:18][CH2:19][CH2:20][CH2:21][CH2:22][CH2:23][CH2:24][CH2:25][CH3:26])[CH2:11][N:10]2[CH3:28])=[C:4]([CH2:31][CH2:32][C:33]2[CH:38]=[CH:37][CH:36]=[C:35]([O:39][CH3:40])[CH:34]=2)[CH:3]=1.[ClH:41]>O1CCOCC1>[ClH:41].[F:1][C:2]1[CH:30]=[CH:29][C:5]([O:6][CH2:7][CH2:8][C@@H:9]2[CH2:13][C@@H:12]([O:14][C:15](=[O:27])[CH2:16][CH2:17][CH2:18][CH2:19][CH2:20][CH2:21][CH2:22][CH2:23][CH2:24][CH2:25][CH3:26])[CH2:11][N:10]2[CH3:28])=[C:4]([CH2:31][CH2:32][C:33]2[CH:38]=[CH:37][CH:36]=[C:35]([O:39][CH3:40])[CH:34]=2)[CH:3]=1 |f:3.4|. Procedure: 1.34 g of (2R,4R)-2-[2-{4-fluoro-2-[2-(3-methoxyphenyl)ethyl]phenoxy}-ethyl]-4-lauroyloxy-1-methylpyrrolidine [prepared as described in step (a) above] were dissolved in 15 ml of dioxane, and 0.90 ml of a 4N solution of hydrogen chloride in dioxane was added to the resulting solution. The solution was then concentrated by evaporation under reduced pressure. The resulting residue was purified by decantation three times with hexane, and the resulting oily substance was dried in vacuo, to give 1.39... Starting materials: Cc1ccccc1, O=Cc1cc2nc(Cl)nc(N3CCOCC3)c2s1, ClCCl, BrP(Br)Br. The product is Clc1nc(N2CCOCC2)c2sc(CBr)cc2n1. Reaction SMILES: [CH3:23][c:24]1[cH:25][cH:26][cH:27][cH:28][cH:29]1.[Cl:1][c:2]1[n:3][c:4]([N:13]2[CH2:14][CH2:15][O:16][CH2:17][CH2:18]2)[c:5]2[c:6]([n:7]1)[cH:8][c:9]([CH:11]=[O:12])[s:10]2.[Cl:30][CH2:31][Cl:32].[P:19]([Br:20])([Br:21])[Br:22]>>[Cl:1][c:2]1[n:3][c:4]([N:13]2[CH2:14][CH2:15][O:16][CH2:17][CH2:18]2)[c:5]2[c:6]([n:7]1)[cH:8][c:9]([CH2:11][Br:20])[s:10]2. Reactants: C(C1=CN=CC=C1)(=O)O (nicotinic acid), S(=O)(Cl)Cl (thionyl chloride), CC1=NC=C(N1CCO)[N+](=O)[O-] (metronidazole). Run at temperature 70 celsius, time 2 hour. The product is CC=1NC(=CN1)[N+](=O)[O-].C(C1=CN=CC=C1)(=O)OCC (2-methyl-5-nitro-1H-imidazole 1-ethyl nicotinate). Yield: 171.5%. As a reaction SMILES: [C:1]([OH:9])(=[O:8])[C:2]1[CH:7]=[CH:6][CH:5]=[N:4][CH:3]=1.S(Cl)(Cl)=O.[CH3:14][C:15]1[N:19](CCO)[C:18]([N+:23]([O-:25])=[O:24])=[CH:17][N:16]=1>>[CH3:14][C:15]1[NH:19][C:18]([N+:23]([O-:25])=[O:24])=[CH:17][N:16]=1.[C:1]([O:9][CH2:14][CH3:15])(=[O:8])[C:2]1[CH:7]=[CH:6][CH:5]=[N:4][CH:3]=1 |f:3.4|. Procedure details: The reaction mixture of nicotinic acid (1.23 g, 10 mmol) and thionyl chloride (3 ml) was refluxed for 2 h, the excessive thionyl chloride was evaporated under vacuum. The residue was dissolved in 5 ml of pyridine. To this solution, metronidazole (1.20 g, 7.0 mmol) was added. The mixture was stirred at 70° C. for 2 h. Pyridine was then removed under reduced pressure. The residue was dissolved in dichloromethane. The organic layer of CH2Cl2 was washed with saturated aqueous NaHCO3 solution, water,... The reactants are CS(=O)(=O)C=1OC2=C(C1)C=CC=C2OC (2-methanesulfonyl-7-methoxybenzofuran), BrN1C(CCC1=O)=O (N-bromosuccinimide). Run in C(C)#N (acetonitrile). Product: BrC1=CC=C(C2=C1C=C(O2)S(=O)(=O)C)OC (4-Bromo-2-methanesulfonyl-7-methoxybenzofuran). Yield: 109.2%. RXN SMILES: [CH3:1][S:2]([C:5]1[O:6][C:7]2[C:13]([O:14][CH3:15])=[CH:12][CH:11]=[CH:10][C:8]=2[CH:9]=1)(=[O:4])=[O:3].[Br:16]N1C(=O)CCC1=O>C(#N)C>[Br:16][C:10]1[C:8]2[CH:9]=[C:5]([S:2]([CH3:1])(=[O:4])=[O:3])[O:6][C:7]=2[C:13]([O:14][CH3:15])=[CH:12][CH:11]=1. Reported procedure: Prepared from 2-methanesulfonyl-7-methoxybenzofuran (0.50 g) and N-bromosuccinimide (0.39 g) in acetonitrile (30 ml). Purification by flash chromatography on silica eluting with 50% ethyl acetate in hexane gave the title compound as a white solid (0.73 g).